This data is from the Open Reaction Database (ORD), a public repository of structured organic reaction records. The task is: describe an organic reaction: reactants, conditions, products, and yield Reactants: ClC1=CC=C(C=C1)C=1C=C(C=NC1OCC(F)(F)F)N (5-(4-chloro-phenyl)-6-(2,2, 2-trifluoro-ethoxy)-pyridin-3-ylamine), CC1=NC=CC=C1C(=O)O (2-methyl-3-pyridinecarboxylic acid). The product is ClC1=CC=C(C=C1)C=1C=C(C=NC1OCC(F)(F)F)NC(=O)C=1C(=NC=CC1)C (N-[5-(4-chloro-phenyl)-6-(2,2,2-trifluoro-ethoxy)-pyridin-3-yl]-2-methyl-3-pyridinecarboxylic acid amide). Reaction SMILES: [Cl:1][C:2]1[CH:7]=[CH:6][C:5]([C:8]2[CH:9]=[C:10]([NH2:20])[CH:11]=[N:12][C:13]=2[O:14][CH2:15][C:16]([F:19])([F:18])[F:17])=[CH:4][CH:3]=1.[CH3:21][C:22]1[C:27]([C:28](O)=[O:29])=[CH:26][CH:25]=[CH:24][N:23]=1>>[Cl:1][C:2]1[CH:3]=[CH:4][C:5]([C:8]2[CH:9]=[C:10]([NH:20][C:28]([C:27]3[C:22]([CH3:21])=[N:23][CH:24]=[CH:25][CH:26]=3)=[O:29])[CH:11]=[N:12][C:13]=2[O:14][CH2:15][C:16]([F:17])([F:18])[F:19])=[CH:6][CH:7]=1. Procedure details: The title compound was synthesized in analogy to Example 1, using 5-(4-chloro-phenyl)-6-(2,2, 2-trifluoro-ethoxy)-pyridin-3-ylamine and 2-methyl-3-pyridinecarboxylic acid as starting materials, MS (LC/MS): 421.8 (M+H). Reactants: F[B-](F)(F)F, CN(C)C=O, CC(C)N1CCN(C(=O)c2ccc3[nH]c(C(=O)O)cc3c2)CC1, CC(C)C1CCCN1, CCN(C(C)C)C(C)C, Cl, CN(C)C(On1nnc2ccccc21)=[N+](C)C. Product: CC(C)C1CCCN1C(=O)c1cc2cc(C(=O)N3CCN(C(C)C)CC3)ccc2[nH]1. As a reaction SMILES: [B-:25]([F:26])([F:27])([F:28])[F:29].[CH3:64][N:65]([CH3:66])[CH:67]=[O:68].[CH:1]([CH3:2])([CH3:3])[N:4]1[CH2:5][CH2:6][N:7]([C:10](=[O:11])[c:12]2[cH:13][c:14]3[cH:15][c:16]([C:21](=[O:22])[OH:23])[nH:17][c:18]3[cH:19][cH:20]2)[CH2:8][CH2:9]1.[CH:47]([CH3:48])([CH3:49])[CH:50]1[NH:51][CH2:52][CH2:53][CH2:54]1.[CH:55]([N:56]([CH2:57][CH3:58])[CH:59]([CH3:60])[CH3:61])([CH3:62])[CH3:63].[ClH:24].[n:30]1([O:31][C:32]([N:33]([CH3:34])[CH3:35])=[N+:36]([CH3:37])[CH3:38])[c:39]2[cH:40][cH:41][cH:42][cH:43][c:44]2[n:45][n:46]1>>[CH:1]([CH3:2])([CH3:3])[N:4]1[CH2:5][CH2:6][N:7]([C:10](=[O:11])[c:12]2[cH:13][c:14]3[cH:15][c:16]([C:21](=[O:22])[N:51]4[CH:50]([CH:47]([CH3:48])[CH3:49])[CH2:54][CH2:53][CH2:52]4)[nH:17][c:18]3[cH:19][cH:20]2)[CH2:8][CH2:9]1. Reactants: O=C1NOC(=C1)[C@@H]1C[C@@H](N(CC1)C(=O)OC)C1=CC(=CC=C1)C(F)(F)F ((2R,4S)-Methyl 4-(3-oxo-2,3-dihydroisoxazol-5-yl)-2-(3-(trifluoromethyl)phenyl)piperidine-1-carboxylate), Br (hydrogen bromide). Run at time 8 hour. The product is FC(C=1C=C(C=CC1)[C@@H]1NCC[C@@H](C1)C1=CC(NO1)=O)(F)F (5-((2R,4S)-2-(3-(trifluoromethyl)phenyl)piperidin-4-yl)isoxazol-3(2H)-one). Yield: 32.8%. As a reaction SMILES: [O:1]=[C:2]1[CH:6]=[C:5]([C@H:7]2[CH2:12][CH2:11][N:10](C(OC)=O)[C@@H:9]([C:17]3[CH:22]=[CH:21][CH:20]=[C:19]([C:23]([F:26])([F:25])[F:24])[CH:18]=3)[CH2:8]2)[O:4][NH:3]1.Br>>[F:25][C:23]([F:24])([F:26])[C:19]1[CH:18]=[C:17]([C@H:9]2[CH2:8][C@@H:7]([C:5]3[O:4][NH:3][C:2](=[O:1])[CH:6]=3)[CH2:12][CH2:11][NH:10]2)[CH:22]=[CH:21][CH:20]=1. Reported procedure: (2R,4S)-Methyl 4-(3-oxo-2,3-dihydroisoxazol-5-yl)-2-(3-(trifluoromethyl)phenyl)piperidine-1-carboxylate (0.155 g, 0.42 mmol) was dissolved in hydrogen bromide (33% in acetic acid, 3.30 mL, 18.83 mmol) and the mixture was stirred at room temperature overnight. The solvent was evaporated and the residue purified by preparative HPLC (Instrument: FractionLynx II, Mobilphase: gradient 5-95% MeCN in 0.2% NH3, pH 10, Column: Xbridge Prep C18 5 μm OBD 19*150 mm) to yield 5-((2R,4S)-2-(3-(trifluoromethyl... The product is CC(C)(C)[Si](OC1CCC(N)c2ccccc21)(c1ccccc1)c1ccccc1. RXN SMILES: [C:1](=[O:2])([O-:3])[O-:4].[C:7]([CH3:8])([CH3:9])([CH3:10])[Si:11]([O:12][CH:13]1[CH2:14][CH2:15][CH:16]([NH:23][C:24](=[O:25])[C:26]([F:27])([F:28])[F:29])[c:17]2[cH:18][cH:19][cH:20][cH:21][c:22]21)([c:30]1[cH:31][cH:32][cH:33][cH:34][cH:35]1)[c:36]1[cH:37][cH:38][cH:39][cH:40][cH:41]1.[CH3:43][OH:44].[CH3:45][CH2:46][O:47][C:48]([CH3:49])=[O:50].[K+:5].[K+:6].[OH2:42]>>[C:7]([CH3:8])([CH3:9])([CH3:10])[Si:11]([O:12][CH:13]1[CH2:14][CH2:15][CH:16]([NH2:23])[c:17]2[cH:18][cH:19][cH:20][cH:21][c:22]21)([c:30]1[cH:31][cH:32][cH:33][cH:34][cH:35]1)[c:36]1[cH:37][cH:38][cH:39][cH:40][cH:41]1. The reactants are O=C([O-])[O-], CC(C)(C)[Si](OC1CCC(NC(=O)C(F)(F)F)c2ccccc21)(c1ccccc1)c1ccccc1, CO, CCOC(C)=O, [K+], [K+], O. Starting materials: Polyphosphoric acid, O=P12OP3(=O)OP(=O)(O1)OP(=O)(O2)O3 (diphosphorus pentaoxide), P(O)(O)(O)=O (phosphoric acid), COC=1C=C(C=CC1OC)C1=C(C(=O)O)C=C(C(=C1)OC)OC (2-(3,4-dimethoxyphenyl)-4,5-dimethoxybenzoic acid). Solvent: O (water). Reaction conditions: temperature 100 celsius. The product is COC=1C(C2=CC3=CC(=C(C=C3C2=CC1OC)OC)OC)=O (2,3,6,7-tetramethoxyfluorenone). Reaction SMILES: O=P12OP3(OP(OP(O3)(O1)=O)(=O)O2)=O.P(=O)(O)(O)[OH:16].[CH3:20][O:21][C:22]1[CH:23]=[C:24]([C:30]2[CH:38]=[C:37]([O:39][CH3:40])[C:36]([O:41][CH3:42])=[CH:35][C:31]=2[C:32](O)=O)[CH:25]=[CH:26][C:27]=1[O:28][CH3:29]>O>[CH3:29][O:28][C:27]1[C:26](=[O:16])[C:25]2[C:24](=[CH:23][C:22]=1[O:21][CH3:20])[C:30]1[C:31](=[CH:35][C:36]([O:41][CH3:42])=[C:37]([O:39][CH3:40])[CH:38]=1)[CH:32]=2. Procedure details: Polyphosphoric acid which had been newly prepared from diphosphorus pentaoxide (50 g) and phosphoric acid (50 ml) was heated at 100° C. With stirring, 2-(3,4-dimethoxyphenyl)-4,5-dimethoxybenzoic acid (7.5 g) was added thereto as it is (in the crystal form) in several portions. After stirring at 100 to 120° C. for 2 hours, the reaction solution was poured into water (1.5 liter) and extracted with chloroform. The extract was washed with 2% aqueous sodium hydroxide solution, water and a saturated ... Starting materials: ClCCl, O=C(OO)c1cccc(Cl)c1, CN(C)C(=O)n1oc(CS(C)=O)c(Cl)c1=O. The product is CN(C)C(=O)n1oc(CS(C)(=O)=O)c(Cl)c1=O. RXN SMILES: [CH2:28]([Cl:29])[Cl:30].[Cl:17][c:18]1[cH:19][cH:20][cH:21][c:22]([C:23]([O:24][OH:26])=[O:25])[cH:27]1.[Cl:1][c:2]1[c:3](=[O:16])[n:4]([C:11]([N:12]([CH3:13])[CH3:14])=[O:15])[o:5][c:6]1[CH2:7][S:8](=[O:9])[CH3:10]>>[Cl:1][c:2]1[c:3](=[O:16])[n:4]([C:11]([N:12]([CH3:13])[CH3:14])=[O:15])[o:5][c:6]1[CH2:7][S:8](=[O:9])([CH3:10])=[O:25]. Starting materials: C(N)(=S)C1=CC=C(C(=O)NC(NC2=CC(=C(OCC(=O)OC(C)(C)C)C=C2)OCOC(C)(C)C)=O)C=C1 (t-butyl 4-[3-(4-thiocarbamoylbenzoyl)ureido]-2-(t-butoxymethoxy)phenoxyacetate), IC (iodomethane), CC(=O)C (acetone), resultant product, C(C)(=O)[O-].[NH4+] (ammonium acetate). Run in ClCCl (dichloromethane), CO (methanol). The product is C(C)(=O)O.C(N)(=N)C1=CC=C(C(=O)NC(NC2=CC(=C(OCC(=O)OC(C)(C)C)C=C2)OCOC(C)(C)C)=O)C=C1 (t-Butyl 4-[3-(4-amidinobenzoyl)ureido]-2-(t-butoxymethoxy)phenoxyacetate, acetate salt). Isolated yield 100.2%. RXN SMILES: [C:1]([C:4]1[CH:37]=[CH:36][C:7]([C:8]([NH:10][C:11](=[O:35])[NH:12][C:13]2[CH:27]=[CH:26][C:16]([O:17][CH2:18][C:19]([O:21][C:22]([CH3:25])([CH3:24])[CH3:23])=[O:20])=[C:15]([O:28][CH2:29][O:30][C:31]([CH3:34])([CH3:33])[CH3:32])[CH:14]=2)=[O:9])=[CH:6][CH:5]=1)(=S)[NH2:2].IC.CC(C)=O.C([O-])(=O)C.[NH4+:48]>ClCCl.CO>[C:19]([OH:21])(=[O:20])[CH3:18].[C:1]([C:4]1[CH:37]=[CH:36][C:7]([C:8]([NH:10][C:11](=[O:35])[NH:12][C:13]2[CH:27]=[CH:26][C:16]([O:17][CH2:18][C:19]([O:21][C:22]([CH3:25])([CH3:24])[CH3:23])=[O:20])=[C:15]([O:28][CH2:29][O:30][C:31]([CH3:34])([CH3:33])[CH3:32])[CH:14]=2)=[O:9])=[CH:6][CH:5]=1)(=[NH:48])[NH2:2] |f:3.4,7.8|. Procedure details: In a similar manner to Example 1, t-butyl 4-[3-(4-thiocarbamoylbenzoyl)ureido]-2-(t-butoxymethoxy)phenoxyacetate (2.4 g) was reacted with iodomethane (9 ml) and acetone (130 ml) and the resultant product was treated with ammonium acetate (5 g), methanol (150 ml) and dichloromethane (150 ml) at ambient temperature. This yielded a crude solid, which was triturated with methanol, collected, washed with ether, methanol and water, and dried under high vacuum to give the title compound (1.3 g) as an o... Reactants: ClC.CC1=C(C=CC(=C1)C)NCC=1C=NC=CC1 (3-(2,4-dimethylphenylaminomethyl)pyridine chloromethane), C([O-])([O-])=O.[K+].[K+] (potassium carbonate), C(CCC)S(=O)(=O)Cl (butanesulfonyl chloride). The solvent is C([O-])(O)=O.[Na+] (sodium bicarbonate). Reaction conditions: time 4 day. Yields the product CC1=C(C=CC(=C1)C)N(S(=O)(=O)CCCC)CC=1C=NC=CC1 (N-(2,4-dimethylphenyl)-N-(pyridin-3-ylmethyl)butanesulfonamide). Reaction SMILES: ClC.[CH3:3][C:4]1[CH:9]=[C:8]([CH3:10])[CH:7]=[CH:6][C:5]=1[NH:11][CH2:12][C:13]1[CH:14]=[N:15][CH:16]=[CH:17][CH:18]=1.C(=O)([O-])[O-].[K+].[K+].[CH2:25]([S:29](Cl)(=[O:31])=[O:30])[CH2:26][CH2:27][CH3:28]>C(=O)(O)[O-].[Na+]>[CH3:3][C:4]1[CH:9]=[C:8]([CH3:10])[CH:7]=[CH:6][C:5]=1[N:11]([CH2:12][C:13]1[CH:14]=[N:15][CH:16]=[CH:17][CH:18]=1)[S:29]([CH2:25][CH2:26][CH2:27][CH3:28])(=[O:31])=[O:30] |f:0.1,2.3.4,6.7|. Reported procedure: A 4.2 g. portion of 3-(2,4-dimethylphenylaminomethyl)pyridine chloromethane, and to it were added 4.1 g. of potassium carbonate and 4.7 g. of butanesulfonyl chloride. The mixture was stirred at ambient temperature for 4 days, and then was stirred under gentle reflux for several days more. It was then diluted with aqueous sodium bicarbonate and extracted with dichloromethane, and the organic layer was dried over magnesium sulfate and evaporated to an oil. The oil was applied to a silica gel colum... Starting materials: ClC1=CC(=C(C(=O)OC)C=C1)NC(CC1=CSC=C1)=O (methyl 4-chloro-2-(3-thienyl)acetamidobenzoate), C[Si]([N-][Si](C)(C)C)(C)C.[K+] (potassium hexamethyldisilazide), C1(=CC=CC=C1)C (toluene), CO (Methanol). Run in O1CCCC1 (tetrahydrofuran). Run at time 2 hour. Product: ClC1=CC=C2C(C(C(NC2=C1)=O)C1=CSC=C1)=O (7-Chloro-2,4-dioxo-3-(3-thienyl)-1,2,3,4-tetrahydroquinoline). As a reaction SMILES: [Cl:1][C:2]1[CH:11]=[CH:10][C:5]([C:6]([O:8]C)=O)=[C:4]([NH:12][C:13](=[O:20])[CH2:14][C:15]2[CH:19]=[CH:18][S:17][CH:16]=2)[CH:3]=1.C[Si](C)(C)[N-][Si](C)(C)C.[K+].C1(C)C=CC=CC=1.CO>O1CCCC1>[Cl:1][C:2]1[CH:3]=[C:4]2[C:5]([C:6](=[O:8])[CH:14]([C:15]3[CH:19]=[CH:18][S:17][CH:16]=3)[C:13](=[O:20])[NH:12]2)=[CH:10][CH:11]=1 |f:1.2|. Reported procedure: To a solution of thiophene-3-acetic acid (1.4 g, 10 mmol) in dichloromethane (40 ml) was added oxalyl chloride (1.74 ml, 20 mmol) and dimethylformamide (catalytic, 3 drops) and the reaction stirred for 1 h. The solvent was evaporated and the residue co-evaporated with toluene (3×20 ml). The resulting acid chloride was dissolved in 1,2-dichloroethane (40 ml), methyl 2-amino-4-chlorobenzoate (1.5 g, 8 mmol) added and the reaction refluxed for 2 h. The residue remaining on evaporation of the solven...